Task: describe an organic reaction: reactants, conditions, products, and yield. Dataset: the Open Reaction Database (ORD), a public repository of structured organic reaction records Starting materials: N1(CCOCC1)C(=O)C1=CC(=CC(=C1)C(F)(F)F)[N+](=O)[O-] (morpholin-4-yl-(3-nitro-5-(trifluoromethyl)phenyl)methanone), solution. The solvent is C1CCOC1 (THF). Run at temperature 100 celsius. Product: [N+](=O)([O-])C=1C=C(CN2CCOCC2)C=C(C1)C(F)(F)F (4-(3-Nitro-5-trifluoromethylbenzyl)morpholine). The yield is 38.0%. Reaction SMILES: [N:1]1([C:7]([C:9]2[CH:14]=[C:13]([C:15]([F:18])([F:17])[F:16])[CH:12]=[C:11]([N+:19]([O-:21])=[O:20])[CH:10]=2)=O)[CH2:6][CH2:5][O:4][CH2:3][CH2:2]1>C1COCC1>[N+:19]([C:11]1[CH:10]=[C:9]([CH:14]=[C:13]([C:15]([F:18])([F:17])[F:16])[CH:12]=1)[CH2:7][N:1]1[CH2:2][CH2:3][O:4][CH2:5][CH2:6]1)([O-:21])=[O:20]. Procedure: To a solution of morpholin-4-yl-(3-nitro-5-(trifluoromethyl)phenyl)methanone (457 mg, 1.5 mmol) in THF (5 mL) was added dropwise a solution of borane tetrahydrofuran complex solution (3.1 mL, 3.1 mmol) at ambient temperature and the mixture was heated under reflux for 30 minutes, then cooled. The solvent was evaporated. Aqueous HCl (5 mL) was added and the resulting mixture was heated at 100° C. for 1 hour, then cooled and extracted with ether. The acidic aqueous layer was separated, basified to... Starting materials: CC(C)(C)C#CC=CCC(=CCCCCOc1cccc(-c2ccsc2)c1)CO, CC(=O)OC(C)=O, c1ccncc1. The product is CC(=O)OCC(=CCCCCOc1cccc(-c2ccsc2)c1)CC=CC#CC(C)(C)C. As a reaction SMILES: [CH3:1][C:2]([C:3]#[C:4][CH:5]=[CH:6][CH2:7][C:8]([CH2:9][OH:10])=[CH:11][CH2:12][CH2:13][CH2:14][CH2:15][O:16][c:17]1[cH:18][c:19](-[c:23]2[cH:24][s:25][cH:26][cH:27]2)[cH:20][cH:21][cH:22]1)([CH3:28])[CH3:29].[CH3:30][C:31](=[O:32])[O:33][C:34](=[O:35])[CH3:36].[cH:37]1[cH:38][cH:39][n:40][cH:41][cH:42]1>>[CH3:1][C:2]([C:3]#[C:4][CH:5]=[CH:6][CH2:7][C:8]([CH2:9][O:10][C:31]([CH3:30])=[O:32])=[CH:11][CH2:12][CH2:13][CH2:14][CH2:15][O:16][c:17]1[cH:18][c:19](-[c:23]2[cH:24][s:25][cH:26][cH:27]2)[cH:20][cH:21][cH:22]1)([CH3:28])[CH3:29]. Reactants: ClC=1C=C(CN)C=CC1OC (3-chloro-4-methoxybenzylamine), BrC1=CC=C2C(C(=O)OC(N2)=O)=C1 (5-bromoisatoic anhydride), O (water), C(C)(=O)OCC (ethyl acetate). The solvent is CN(C=O)C (N,N-dimethylformamide), CN(C=O)C (N,N-dimethylformamide). Product: NC1=C(C(=O)NCC2=CC(=C(C=C2)OC)Cl)C=C(C=C1)Br (2-amino-5-bromo-N-(3-chloro-4-methoxybenyl)benzamide). Yield: 53.5%. Reaction SMILES: [Cl:1][C:2]1[CH:3]=[C:4]([CH:7]=[CH:8][C:9]=1[O:10][CH3:11])[CH2:5][NH2:6].[Br:12][C:13]1[CH:24]=[C:17]2[C:18](OC(=O)[NH:22][C:16]2=[CH:15][CH:14]=1)=[O:19].O.C(OCC)(=O)C>CN(C)C=O>[NH2:22][C:16]1[CH:15]=[CH:14][C:13]([Br:12])=[CH:24][C:17]=1[C:18]([NH:6][CH2:5][C:4]1[CH:7]=[CH:8][C:9]([O:10][CH3:11])=[C:2]([Cl:1])[CH:3]=1)=[O:19]. Procedure: A solution of 3-chloro-4-methoxybenzylamine (234 mg) in N,N-dimethylformamide (5 mL) was added dropwise to a solution of 5-bromoisatoic anhydride (300 mg) in N,N-dimethylformamide (3 mL). The reaction mixture was stirred for an hour at ambient temperature. The mixture was poured into a mixture of water and ethyl acetate. The precipitates were collected by filtration and washed with 2-propanol to give 2-amino-5-bromo-N-(3-chloro-4-methoxybenyl)benzamide (245 mg) as white powders. Starting materials: BrC=1C=C2C(=C(C=NC2=CC1)C(CC)=O)NC=1C=CC(=NC1)N1CC(CC1)NC(OC(C)(C)C)=O (tert-butyl 1-(5-(6-bromo-3-propionylquinolin-4-ylamino) pyridin-2-yl)pyrrolidin-3-ylcarbamate), ClC1=C(C(=CC(=C1)B1OC(C(O1)(C)C)(C)C)F)O (2-chloro-6-fluoro-4-(4,4,5,5-tetramethyl-1,3,2-dioxaborolan-2-yl)phenol). The product is NC1CN(CC1)C1=CC=C(C=N1)NC1=C(C=NC2=CC=C(C=C12)C1=CC(=C(C(=C1)F)O)Cl)C(CC)=O (1-(4-(6-(3-aminopyrrolidin-1-yl)pyridin-3-ylamino)-6-(3-chloro-5-fluoro-4-hydroxyphenyl)quinolin-3-yl)propan-1-one). Yield: 37.3%. RXN SMILES: Br[C:2]1[CH:3]=[C:4]2[C:9](=[CH:10][CH:11]=1)[N:8]=[CH:7][C:6]([C:12](=[O:15])[CH2:13][CH3:14])=[C:5]2[NH:16][C:17]1[CH:18]=[CH:19][C:20]([N:23]2[CH2:27][CH2:26][CH:25]([NH:28]C(=O)OC(C)(C)C)[CH2:24]2)=[N:21][CH:22]=1.[Cl:36][C:37]1[CH:42]=[C:41](B2OC(C)(C)C(C)(C)O2)[CH:40]=[C:39]([F:52])[C:38]=1[OH:53]>>[NH2:28][CH:25]1[CH2:26][CH2:27][N:23]([C:20]2[N:21]=[CH:22][C:17]([NH:16][C:5]3[C:4]4[C:9](=[CH:10][CH:11]=[C:2]([C:41]5[CH:40]=[C:39]([F:52])[C:38]([OH:53])=[C:37]([Cl:36])[CH:42]=5)[CH:3]=4)[N:8]=[CH:7][C:6]=3[C:12](=[O:15])[CH2:13][CH3:14])=[CH:18][CH:19]=2)[CH2:24]1. Reported procedure: Following general procedure D, tert-butyl 1-(5-(6-bromo-3-propionylquinolin-4-ylamino) pyridin-2-yl)pyrrolidin-3-ylcarbamate (100 mg, 0.18 mmol) was reacted with 2-chloro-6-fluoro-4-(4,4,5,5-tetramethyl-1,3,2-dioxaborolan-2-yl)phenol (76 mg, 0.28 mmol) to obtain the protected intermediate which was subjected to general procedure A-2 to afford the desired product (34 mg, 37% over two steps) as a yellow solid: 1H NMR (500 MHz, CD3OD+TFA-d) δ 9.29 (s, 1H), 8.29-8.18 (m, 2H), 8.06-7.99 (m, 2H), 7.82... The reactants are CC(C)=O, O=C(c1ccc(F)cc1)C(Br)CCCl, [I-], [K+], [K+], [Na+], O=C([O-])[O-], Oc1ccccc1. The product is O=C(c1ccc(F)cc1)C(CCCl)Oc1ccccc1. As a reaction SMILES: [CH3:30][C:31](=[O:32])[CH3:33].[F:1][c:2]1[cH:3][cH:4][c:5]([C:6](=[O:7])[CH:8]([CH2:9][CH2:10][Cl:11])[Br:12])[cH:13][cH:14]1.[I-:23].[K+:24].[K+:25].[Na+:22].[O-:26][C:27]([O-:28])=[O:29].[OH:15][c:16]1[cH:17][cH:18][cH:19][cH:20][cH:21]1>>[F:1][c:2]1[cH:3][cH:4][c:5]([C:6](=[O:7])[CH:8]([CH2:9][CH2:10][Cl:11])[O:15][c:16]2[cH:17][cH:18][cH:19][cH:20][cH:21]2)[cH:13][cH:14]1. Reactants: C(C)(=O)O (acetic acid), [H-].C(C(C)C)[Al+]CC(C)C (diisobutylaluminium hydride), OCCCCCCCC1C(CCC1=O)C#N (2-(7-hydroxyheptyl)-3-oxocyclopentanecarbonitrile). Run in C1=CC=CC=C1 (benzene), C(C)OCC (diethyl ether). Reaction conditions: time 15 minute. Product: OC1C(C(CC1)C=O)CCCCCCCO (3-hydroxy-2-(7-hydroxyheptyl)cyclopentanecarbaldehyde). Isolated yield 43.0%. RXN SMILES: [H-].C([Al+]CC(C)C)C(C)C.[OH:11][CH2:12][CH2:13][CH2:14][CH2:15][CH2:16][CH2:17][CH2:18][CH:19]1[C:23](=[O:24])[CH2:22][CH2:21][CH:20]1[C:25]#N.C(O)(=[O:29])C>C1C=CC=CC=1.C(OCC)C>[OH:24][CH:23]1[CH2:22][CH2:21][CH:20]([CH:25]=[O:29])[CH:19]1[CH2:18][CH2:17][CH2:16][CH2:15][CH2:14][CH2:13][CH2:12][OH:11] |f:0.1|. Procedure details: A solution of diisobutylaluminium hydride (25.6 g., 0.18 mole) in benzene (250 ml.) was added, with rapid stirring, to a solution of 2-(7-hydroxyheptyl)-3-oxocyclopentanecarbonitrile (10 g., 0.045 mole) in dry diethyl ether (250 ml.) at 10°-15°C. Stirring at ambient temperature was contined for 15 minutes and the mixture was added to 2N aqueous acetic acid (300 ml.) at a temperature lower than 15°C. The organic phase was separated and the aqueous layer was extracted with diethyl ether. The combi... Starting materials: Cc1cccc(O)c1, CCOC(C)=O, Nc1cccc(Nc2cc(Cl)ncn2)n1, [K+], [K+], O=C([O-])[O-], CN(C)C=O. Product: Cc1cccc(Oc2cc(Nc3cccc(N)n3)ncn2)c1. As a reaction SMILES: [CH3:16][c:17]1[cH:18][cH:19][cH:20][c:21]([OH:22])[cH:23]1.[CH3:35][CH2:36][O:37][C:38]([CH3:39])=[O:40].[Cl:1][c:2]1[cH:3][c:4]([NH:8][c:9]2[n:10][c:11]([NH2:15])[cH:12][cH:13][cH:14]2)[n:5][cH:6][n:7]1.[K+:24].[K+:25].[O-:26][C:27]([O-:28])=[O:29].[O:30]=[CH:31][N:32]([CH3:33])[CH3:34]>>[c:2]1([O:22][c:21]2[cH:20][cH:19][cH:18][c:17]([CH3:16])[cH:23]2)[cH:3][c:4]([NH:8][c:9]2[n:10][c:11]([NH2:15])[cH:12][cH:13][cH:14]2)[n:5][cH:6][n:7]1. Reactants: [OH-].[Na+] (sodium hydroxide), O (water), [OH-].[Na+] (sodium hydroxide), O (water), C(Cl)(Cl)Cl (chloroform), C1(=CC=C(C=C1)C=O)C (4-tolualdehyde). Reagents/catalysts: [Cl-].C(C1=CC=CC=C1)[N+](CC)(CC)CC (benzyltriethylammonium chloride). Conditions: temperature 10 celsius, time 6 hour. Product: CC1=CC=C(C(C(=O)O)O)C=C1 (4-methylmandelic acid). As a reaction SMILES: [OH-:1].[Na+].[CH:3](Cl)(Cl)Cl.[C:7]1([CH3:15])[CH:12]=[CH:11][C:10]([CH:13]=[O:14])=[CH:9][CH:8]=1.[OH2:16]>[Cl-].C([N+](CC)(CC)CC)C1C=CC=CC=1>[CH3:15][C:7]1[CH:12]=[CH:11][C:10]([CH:13]([OH:14])[C:3]([OH:16])=[O:1])=[CH:9][CH:8]=1 |f:0.1,5.6|. Procedure: A 300 gal reactor was charged with water (150 L) and sodium hydroxide (100 kg) and the solution was cooled to 10±5° C. A second 300 gal reactor was charged with chloroform (203 kg), benzyltriethylammonium chloride (8.2 kg) and 4-tolualdehyde (99 kg). The reaction mixture was heated to gentle reflux and the sodium hydroxide solution was added at a rate to maintain reflux. After the addition, which took approximately 6 hours, reflux was continued for at least another 3 hours. The hot reaction solu... Starting materials: O=C(Oc1ccc([N+](=O)[O-])cc1)N1CC(c2ccc(OC(F)(F)F)cc2)CC(c2nc(C3CC3)no2)C1, Cl, FC1(F)CCNC1. The product is O=C(N1CC(c2ccc(OC(F)(F)F)cc2)CC(c2nc(C3CC3)no2)C1)N1CCC(F)(F)C1. As a reaction SMILES: [CH:1]1([c:4]2[n:5][o:6][c:7]([CH:9]3[CH2:10][N:11]([C:26](=[O:27])[O:28][c:29]4[cH:30][cH:31][c:32]([N+:33]([O-:34])=[O:35])[cH:36][cH:37]4)[CH2:12][CH:13]([c:15]4[cH:16][cH:17][c:18]([O:21][C:22]([F:23])([F:24])[F:25])[cH:19][cH:20]4)[CH2:14]3)[n:8]2)[CH2:2][CH2:3]1.[ClH:38].[F:39][C:40]1([F:45])[CH2:41][NH:42][CH2:43][CH2:44]1>>[CH:1]1([c:4]2[n:5][o:6][c:7]([CH:9]3[CH2:10][N:11]([C:26](=[O:27])[N:42]4[CH2:41][C:40]([F:39])([F:45])[CH2:44][CH2:43]4)[CH2:12][CH:13]([c:15]4[cH:16][cH:17][c:18]([O:21][C:22]([F:23])([F:24])[F:25])[cH:19][cH:20]4)[CH2:14]3)[n:8]2)[CH2:2][CH2:3]1.